describe an organic reaction: reactants, conditions, products, and yield From a dataset of the Open Reaction Database (ORD), a public repository of structured organic reaction records. The reactants are [Al+3], CN(C)C(=O)Cl, [Cl-], [Cl-], [Cl-], Cc1nc(N)sc1C, Cc1ccccc1C. Yields the product Cc1nc(NC(=O)N(C)C)sc1C. Reaction SMILES: [Al+3:16].[CH3:9][N:10]([C:11](=[O:12])[Cl:13])[CH3:14].[Cl-:15].[Cl-:17].[Cl-:18].[NH2:1][c:2]1[s:3][c:4]([CH3:8])[c:5]([CH3:7])[n:6]1.[c:19]1([CH3:20])[c:21]([CH3:22])[cH:23][cH:24][cH:25][cH:26]1>>[NH:1]([c:2]1[s:3][c:4]([CH3:8])[c:5]([CH3:7])[n:6]1)[C:11]([N:10]([CH3:9])[CH3:14])=[O:12]. Reactants: CCOC(=O)CNc1ncc(Br)nc1Br, [Na+], C1CCOC1, [OH-], O. Product: O=C([O-])CNc1ncc(Br)nc1Br, [Na+]. As a reaction SMILES: [Br:1][c:2]1[c:3]([NH:9][CH2:10][C:11](=[O:12])[O:13][CH2:14][CH3:15])[n:4][cH:5][c:6]([Br:8])[n:7]1.[Na+:17].[O:19]1[CH2:20][CH2:21][CH2:22][CH2:23]1.[OH-:16].[OH2:18]>>[Br:1][c:2]1[c:3]([NH:9][CH2:10][C:11](=[O:12])[O-:13])[n:4][cH:5][c:6]([Br:8])[n:7]1.[Na+:17]. The reactants are C(C)(C)(C)OC(=O)N1CC(C(CC1)NC(=O)C=1NC(=C(C1Cl)Cl)C)N=[N+]=[N-] (tert-butyl-3-azido-4-{[(3,4-dichloro-5-methyl-1H-pyrrol-2-yl)carbonyl]amino}piperidine-1-carboxylate), C(C)(C)(C)OC(=O)N1CC(C(CC1)NC(=O)C=1NC(=C(C1Cl)Cl)C)N=[N+]=[N-] (tert-butyl-3-azido-4-{[(3,4-dichloro-5-methyl-1H-pyrrol-2-yl)carbonyl]amino}piperidine-1-carboxylate). The solvent is Cl (HCl), dioxanes, CO (methanol). Conditions: time 2 hour. The product is Cl.N(=[N+]=[N-])[C@@H]1CNCC[C@@H]1NC(=O)C=1NC(=C(C1Cl)Cl)C (Cis(±)N-(-3-azidopiperidin-4-yl)-3,4-dichloro-5-methyl-1H-pyrrole-2-carboxamide hydrochloride). RXN SMILES: C(OC([N:8]1[CH2:13][CH2:12][CH:11]([NH:14][C:15]([C:17]2[NH:18][C:19]([CH3:24])=[C:20]([Cl:23])[C:21]=2[Cl:22])=[O:16])[CH:10]([N:25]=[N+:26]=[N-:27])[CH2:9]1)=O)(C)(C)C>Cl.CO>[ClH:22].[N:25]([C@H:10]1[C@@H:11]([NH:14][C:15]([C:17]2[NH:18][C:19]([CH3:24])=[C:20]([Cl:23])[C:21]=2[Cl:22])=[O:16])[CH2:12][CH2:13][NH:8][CH2:9]1)=[N+:26]=[N-:27] |f:3.4|. Reported procedure: tert-butyl-3-azido-4-{[(3,4-dichloro-5-methyl-1H-pyrrol-2-yl)carbonyl]amino}piperidine-1-carboxylate (Intermediate 271, 967 mg; 2.3 mmol) was dissolved in 4N HCl in dioxanes (20 ml) and methanol (10 ml). The solution was stirred for 2 hours and monitored by LC/MS. Upon completion the solvent was removed and the crude reaction mixture was azeotroped with methanol to remove excess HCl. No further purification. LC/MS (ES+)[(M+H)+]: 317, 319 for C11H14Cl2N6O. Starting materials: ClC1=CC2=C(C(C3=C(C(N2)=O)NN=C3C(=O)O)=O)C=C1 (7-Chloro-3-(carboxy)pyrazolo[3,4-c][1]benzazepine-4,10-(1H,9H)-dione), ClC1=CC2=C(C(C3=C(C(N2)=O)NN=C3C(=O)O)=O)C=C1 (7-Chloro-3-(carboxy)pyrazolo[3,4-c][1]benzazepine-4,10-(1H,9H)-dione), P(Cl)(Cl)(Cl)(Cl)Cl (phosphorus pentachloride), CNC1=CC=CC=C1 (N-methylaniline), O1CCOCC1 (dioxane). The solvent is O (water), C(Cl)(Cl)(Cl)Cl (carbon tetrachloride). Conditions: time 17 hour. Product: ClC1=CC2=C(C(C3=C(C(N2)=O)NN=C3C(=O)N(C)C3=CC=CC=C3)=O)C=C1 (7-Chloro-3-[(N-phenyl-N-methylamino)carbonyl]pyrazolo[3,4-c][1]benzazepine-4,10(1H,9H)-dione). Isolated yield 15.3%. As a reaction SMILES: [Cl:1][C:2]1[CH:20]=[CH:19][C:5]2[C:6](=[O:18])[C:7]3[C:14]([C:15]([OH:17])=O)=[N:13][NH:12][C:8]=3[C:9](=[O:11])[NH:10][C:4]=2[CH:3]=1.P(Cl)(Cl)(Cl)(Cl)Cl.[CH3:27][NH:28][C:29]1[CH:34]=[CH:33][CH:32]=[CH:31][CH:30]=1.O1CCOCC1>C(Cl)(Cl)(Cl)Cl.O>[Cl:1][C:2]1[CH:20]=[CH:19][C:5]2[C:6](=[O:18])[C:7]3[C:14]([C:15]([N:28]([C:29]4[CH:34]=[CH:33][CH:32]=[CH:31][CH:30]=4)[CH3:27])=[O:17])=[N:13][NH:12][C:8]=3[C:9](=[O:11])[NH:10][C:4]=2[CH:3]=1. Reported procedure: To a suspension of 7-chloro-3-(carboxy)pyrazolo[3,4-c][1]-benzazepine-4,10(1H,9H)-dione (500 mg, 1.72 mmol) (compound of Example 9) in carbon tetrachloride (5 mL) was added phosphorus pentachloride (358 mg, 1.72 mmol). The mixture was stirred for 17 hours, filtered and washed with carbon tetrachloride (3×10 mL). To the residue was added N-methylaniline (190 μL, 1.72 mmol) and dioxane (7 mL). The resulting mixture was stirred 17 hours. To this mixture was added water (50 mL). The aqueous layer wa... The reactants are [Cl-].[NH4+] (ammonium chloride), CCCCC (n-pentane), C(C)(C)[SiH](Cl)C(C)C (Diisopropylchlorosilane), C1CCOC1 (THF), cuprous bromide, resultant mixture, isobutylmagnesium bromide THF. Run at temperature 70 celsius, time 30 minute. Yields the product C(C(C)C)[SiH](C(C)C)C(C)C (Isobutyldiisopropylsilane). As a reaction SMILES: [CH:1]([SiH:4]([CH:6]([CH3:8])[CH3:7])Cl)([CH3:3])[CH3:2].[Cl-].[NH4+].CC[CH2:13][CH2:14][CH3:15].[CH2:16]1COCC1>>[CH2:16]([SiH:4]([CH:6]([CH3:8])[CH3:7])[CH:1]([CH3:3])[CH3:2])[CH:14]([CH3:13])[CH3:15] |f:1.2|. Procedure: Diisopropylchlorosilane (16.4 mL, 96.1 mmol) was dissolved in THF (100 mL), and isobutylmagnesium bromide THF solution (1.0M, 100 mL) was added dropwise thereto under nitrogen for 30 minutes. Subsequently, cuprous bromide (286 mg, 2.00 mmol) was added to the resultant mixture, followed by stirring at 70° C. overnight. The reaction mixture was left to cool, and saturated aqueous ammonium chloride and n-pentane were added thereto. The formed organic layer was washed three times with water and once... Starting materials: C12C(CCCC1)O2 (cyclohexene oxide), COC1=C(C=CC=C1)Br (o-methoxyphenylbromide), [Mg] (magnesium), cuprous chloride. The solvent is O1CCCC1 (tetrahydrofuran), O1CCCC1 (tetrahydrofuran), O1CCCC1 (tetrahydrofuran). Run at temperature -30 celsius. Product: COC1=C(C=CC=C1)[C@H]1[C@@H](CCCC1)O ((±)-trans-2-(2-methoxyphenyl)-1-cyclohexanol). Yield: 61.5%. RXN SMILES: [Mg].[CH3:2][O:3][C:4]1[CH:9]=[CH:8][CH:7]=[CH:6][C:5]=1Br.[CH:11]12[O:17][CH:12]1[CH2:13][CH2:14][CH2:15][CH2:16]2>O1CCCC1>[CH3:2][O:3][C:4]1[CH:9]=[CH:8][CH:7]=[CH:6][C:5]=1[C@@H:11]1[CH2:16][CH2:15][CH2:14][CH2:13][C@H:12]1[OH:17]. Reported procedure: A mixture of 3.24 g (0.1 35 mol) of magnesium and 20 ml of tetrahydrofuran was charged into a three-necked flask of 300 ml and stirred. Then, a solution of 25.3 g (0.135 mol) of o-methoxyphenylbromide in 80 ml of tetrahydrofuran was added dropwise at a temperature of 60° C. or less. After the dropping was stopped, the mixture was cooled to -30° C., 0.65g of cuprous chloride was added, and the mixture was stirred for 10 minutes. To the mixture, a solution of 13.3 g (0.135 mol) of cyclohexene oxid... Reactants: C(C)(=O)OC1=CC(=C(C=C1)OCC1=CC=CC=C1)C(C)C (4-Benzyloxy-3-isopropylphenyl acetate), [OH-].[Na+] (sodium hydroxide), CCCCCCC (heptane). Run in O (water), CO (methanol). Reaction conditions: time 1 hour. The product is C(C1=CC=CC=C1)OC1=C(C=C(C=C1)O)C(C)C (4-benzyloxy-3-isopropylphenol). As a reaction SMILES: C([O:4][C:5]1[CH:10]=[CH:9][C:8]([O:11][CH2:12][C:13]2[CH:18]=[CH:17][CH:16]=[CH:15][CH:14]=2)=[C:7]([CH:19]([CH3:21])[CH3:20])[CH:6]=1)(=O)C.[OH-].[Na+].CCCCCCC>O.CO>[CH2:12]([O:11][C:8]1[CH:9]=[CH:10][C:5]([OH:4])=[CH:6][C:7]=1[CH:19]([CH3:21])[CH3:20])[C:13]1[CH:14]=[CH:15][CH:16]=[CH:17][CH:18]=1 |f:1.2|. Procedure: 4-Benzyloxy-3-isopropylphenyl acetate (5.59 kg, 19.7 mol) is added to a solution of sodium hydroxide (1.20 kg, 30.0 mol) in a mixture of water (30 L) and methanol (30 L). This solution is stirred at 24° for 1 hour. A black-colored solution develops. This is concentrated in vacuo (40°, 3 Torr) to remove the methanol. This residue is then extracted with ethyl acetate (2×16 L) and the combined organic layers are washed with aqueous sodium hydroxide (1N, 2×10 L) and water (3×12 L). The solvent is st... Starting materials: C(C)OC(C1=CC=NC=C1)=O (isonicotinic acid ethyl ester), FC1=C(C=CC=C1)CC#N ((2-fluoro-phenyl)-acetonitrile). The product is FC1=C(C=CC=C1)CC(=O)C1=CC=NC=C1 (2-(2-fluoro-phenyl)-1-pyridin-4-yl-ethanone), FC1=C(C=CC=C1)CC(C1=CC=NC=C1)N (2-(2-fluoro-phenyl)-1-pyridin-4-yl-ethylamine). As a reaction SMILES: C(O[C:4](=[O:11])[C:5]1[CH:10]=[CH:9][N:8]=[CH:7][CH:6]=1)C.[F:12][C:13]1[CH:18]=[CH:17][CH:16]=[CH:15][C:14]=1[CH2:19][C:20]#[N:21]>>[F:12][C:13]1[CH:18]=[CH:17][CH:16]=[CH:15][C:14]=1[CH2:19][C:4]([C:5]1[CH:6]=[CH:7][N:8]=[CH:9][CH:10]=1)=[O:11].[F:12][C:13]1[CH:18]=[CH:17][CH:16]=[CH:15][C:14]=1[CH2:19][CH:20]([NH2:21])[C:5]1[CH:10]=[CH:9][N:8]=[CH:7][CH:6]=1. Reported procedure: The title compound was generated from commercially available isonicotinic acid ethyl ester and (2-fluoro-phenyl)-acetonitrile according to the general procedure D described above. The intermediates 2-(2-fluoro-phenyl)-1-pyridin-4-yl-ethanone and 2-(2-fluoro-phenyl)-1-pyridin-4-yl-ethylamine were isolated and characterized. The reactants are C(C1=CC=CC=C1)OC(NC[C@@H]1CC[C@H](CC1)C1=NC(=C2N1C=CN=C2N)C2=CC=C(C=C2)OC2=CC=CC=C2)=O (trans-{4-[8-Amino-1-(4-phenoxy-phenyl)-imidazo[1,5-a]pyrazin-3-yl]-cyclohexylmethyl}-carbamic acid benzyl ester). The solvent is Cl (HCl). Yields the product NC[C@@H]1CC[C@H](CC1)C1=NC(=C2N1C=CN=C2N)C2=CC=C(C=C2)OC2=CC=CC=C2 (trans-3-(4-Aminomethyl-cyclohexyl)-1-(4-phenoxy-phenyl)-imidazo[1,5-a]pyrazin-8-ylamine). As a reaction SMILES: C(OC(=O)[NH:10][CH2:11][C@H:12]1[CH2:17][CH2:16][C@H:15]([C:18]2[N:22]3[CH:23]=[CH:24][N:25]=[C:26]([NH2:27])[C:21]3=[C:20]([C:28]3[CH:33]=[CH:32][C:31]([O:34][C:35]4[CH:40]=[CH:39][CH:38]=[CH:37][CH:36]=4)=[CH:30][CH:29]=3)[N:19]=2)[CH2:14][CH2:13]1)C1C=CC=CC=1>Cl>[NH2:10][CH2:11][C@H:12]1[CH2:17][CH2:16][C@H:15]([C:18]2[N:22]3[CH:23]=[CH:24][N:25]=[C:26]([NH2:27])[C:21]3=[C:20]([C:28]3[CH:29]=[CH:30][C:31]([O:34][C:35]4[CH:40]=[CH:39][CH:38]=[CH:37][CH:36]=4)=[CH:32][CH:33]=3)[N:19]=2)[CH2:14][CH2:13]1. Procedure details: trans-{4-[8-Amino-1-(4-phenoxy-phenyl)-imidazo[1,5-a]pyrazin-3-yl]-cyclohexylmethyl}-carbamic acid benzyl ester (50.00 mg, 0.091 mmol) was dissolved in concentrated HCl (2.00 mL) at 0° C. The resulting mixture was stirred at rt. overnight. The solution was washed with EtOAc (4×20 ml), the aq. solvent was then removed under reduced pressure to give a crude product which was further purified by flash chromatography (5% MeOH in DCM). 1H NMR (400 MHz, MeOD) δ 1.28-1.46 (m, 2H), 1.74-1.92 (m, 3H), 1.... The reactants are Cl.NO (hydroxylamine hydrochloride), FC(C(=O)C(C#N)C1=CC=CC=C1)(F)F ((trifluoroacetyl)phenylacetonitrile). The solvent is CO (Methanol). Yields the product FC(C1=NOC(=C1C1=CC=CC=C1)N)(F)F (3-Trifluoromethyl-4-phenyl-5-aminoisoxazole). Yield: 82.1%. RXN SMILES: Cl.[NH2:2][OH:3].[F:4][C:5]([F:18])([F:17])[C:6]([CH:8]([C:11]1[CH:16]=[CH:15][CH:14]=[CH:13][CH:12]=1)[C:9]#[N:10])=O>CO>[F:4][C:5]([F:18])([F:17])[C:6]1[C:8]([C:11]2[CH:16]=[CH:15][CH:14]=[CH:13][CH:12]=2)=[C:9]([NH2:10])[O:3][N:2]=1 |f:0.1|. Reported procedure: Methanol (53 ml) and 96% hydroxylamine hydrochloride (2.82 g, 0.0390 mole, 1.3 eq.) were added to -(trifluoroacetyl)phenylacetonitrile (6.96 g, 0.0300 mole) and the mixture was heated under reflux for 68 hours. After methanol was distilled off under reduced pressure and the resulting residue was neutralized with a 8% solution of sodium bicarbonate, the solution was extracted with methylene chloride. After being dried with anhydrous sodium sulfate, it was concentrated and purified by column chrom...